The task is: describe an organic reaction: reactants, conditions, products, and yield. This data is from the Open Reaction Database (ORD), a public repository of structured organic reaction records. Starting materials: 2B, O1COC2=C1C=CC(=C2)O (1,3-benzodioxol-5-ol), O1CCC2=C1C=C(C=C2)O (2,3-dihydrobenzofuran-6-ol), replace1-(2-cyclopropylethyl)-1H-indole-2,3-dione, C(CCCC)N1C(C(C2=CC=CC=C12)=O)=O (1-pentyl-1H-indole-2,3-dione). Product: OC1(C(N(C2=CC=CC=C12)CCCCC)=O)C=1C(=CC2=C(CCO2)C1)O (3-hydroxy-3-(6-hydroxy-2,3-dihydro-1-benzofuran-5-yl)-1-pentyl-1,3-dihydro-2H-indol-2-one). As a reaction SMILES: [CH2:1]([N:6]1[C:14]2[C:9](=[CH:10][CH:11]=[CH:12][CH:13]=2)[C:8](=[O:15])[C:7]1=[O:16])[CH2:2][CH2:3][CH2:4][CH3:5].O1C2C=CC(O)=CC=2OC1.[O:27]1[C:31]2[CH:32]=[C:33]([OH:36])[CH:34]=[CH:35][C:30]=2[CH2:29][CH2:28]1>>[OH:15][C:8]1([C:34]2[C:33]([OH:36])=[CH:32][C:31]3[O:27][CH2:28][CH2:29][C:30]=3[CH:35]=2)[C:9]2[C:14](=[CH:13][CH:12]=[CH:11][CH:10]=2)[N:6]([CH2:1][CH2:2][CH2:3][CH2:4][CH3:5])[C:7]1=[O:16]. Procedure details: Following the procedure as described in PREPARATION 2B, and making non-critical variations to replace1-(2-cyclopropylethyl)-1H-indole-2,3-dione with 1-pentyl-1H-indole-2,3-dione, and 1,3-benzodioxol-5-ol with 2,3-dihydrobenzofuran-6-ol, the title compound was obtained (90%) as a white powder: MS (ES+) m/z 376.3 (M+23). Starting materials: O=C(CCCC(=O)OC)C (methyl 5-oxohexanoate), C(CO)O (ethylene glycol). The product is CC1(OCCO1)CCCC(=O)OC (Methyl 2-methyl-1,3-dioxolane-2-butanoate), product. The yield is 94.0%. Reaction SMILES: [O:1]=[C:2]([CH3:10])[CH2:3][CH2:4][CH2:5][C:6]([O:8][CH3:9])=[O:7].[CH2:11](O)[CH2:12][OH:13]>>[CH3:10][C:2]1([CH2:3][CH2:4][CH2:5][C:6]([O:8][CH3:9])=[O:7])[O:13][CH2:12][CH2:11][O:1]1. Reported procedure: Methyl 2-methyl-1,3-dioxolane-2-butanoate (25) was prepared from methyl 5-oxohexanoate and ethylene glycol in the manner described in Example 17 above on a 28 mmol scale to yield 4.94 g (94%) of product. The product was employed immediately in the manner described in Example 26 below.